Dataset: the Open Reaction Database (ORD), a public repository of structured organic reaction records. Task: describe an organic reaction: reactants, conditions, products, and yield Starting materials: N(C1=CC=CC=C1)\C(=C/C(=O)C=1C(=NC(=C(C1)F)Cl)Cl)\NC(C)C ((2Z)-3-Anilino-1-(2,6-dichloro-5-fluoro-3-pyridinyl)-3-(isopropylamino)-2-propen-1-one), [H-].[Na+] (NaH). The solvent is CN(C)C=O (DMF), O (water). Reaction conditions: temperature 85 celsius. Yields the product C1(=CC=CC=C1)N1C=CC(C2=CC=CN=C12)=O (1-phenyl-1,8-naphthyridin-4(1H)-one). Isolated yield 86.7%. RXN SMILES: [NH:1](/[C:8](/NC(C)C)=[CH:9]\[C:10]([C:12]1[C:13](Cl)=[N:14][C:15](Cl)=[C:16](F)[CH:17]=1)=[O:11])[C:2]1[CH:7]=[CH:6][CH:5]=[CH:4][CH:3]=1.[H-].[Na+]>CN(C=O)C.O>[C:2]1([N:1]2[C:13]3[C:12](=[CH:17][CH:16]=[CH:15][N:14]=3)[C:10](=[O:11])[CH:9]=[CH:8]2)[CH:7]=[CH:6][CH:5]=[CH:4][CH:3]=1 |f:1.2|. Procedure details: (2Z)-3-Anilino-1-(2,6-dichloro-5-fluoro-3-pyridinyl)-3-(isopropylamino)-2-propen-1-one (40.0 mg, 0.109 mmol) was dissolved in 4 mL of DMF. NaH (8.70 mg, 0.217 mmol, 60% dispersion in oil) was added and the reaction was heated to 85° C. under argon for 2 h. The reaction mixture was cooled to room temperature and diluted with water and the aqueous layer was extracted with EtOAc. The combined organic extracts were washed with brine, dried over MgSO4 and concentrated in vacuo. Purification of the re...